This data is from the Open Reaction Database (ORD), a public repository of structured organic reaction records. The task is: describe an organic reaction: reactants, conditions, products, and yield Starting materials: NC=1C=C(C(=O)OC)C=CC1 (Methyl 3-Aminobenzoate), C(Cl)Cl (methylene chloride), CN1CCOCC1 (N-methylmorpholine), C1(=CC=CC=C1)S(=O)(=O)Cl (benzenesulfonyl chloride). Reaction conditions: time 1 hour. Yields the product C1(=CC=CC=C1)S(=O)(=O)NC=1C=C(C(=O)OC)C=CC1 (Methyl 3-(Phenylsulfonyl)aminobenzoate). The yield is 906.3%. As a reaction SMILES: [NH2:1][C:2]1[CH:3]=[C:4]([CH:9]=[CH:10][CH:11]=1)[C:5]([O:7][CH3:8])=[O:6].C(Cl)Cl.CN1CCOCC1.[C:22]1([S:28](Cl)(=[O:30])=[O:29])[CH:27]=[CH:26][CH:25]=[CH:24][CH:23]=1>>[C:22]1([S:28]([NH:1][C:2]2[CH:3]=[C:4]([CH:9]=[CH:10][CH:11]=2)[C:5]([O:7][CH3:8])=[O:6])(=[O:30])=[O:29])[CH:27]=[CH:26][CH:25]=[CH:24][CH:23]=1. Procedure: To 4.6 g (3.03 mmol) of the methyl 3-aminobenzoate prepared in Example 1 in 30 mL of methylene chloride containing 4.0 mL (36 mmol) of N-methylmorpholine was added 4.0 mL (33 mmol) of benzenesulfonyl chloride. After stirring at room temperature for 1 hr the reaction mixture was quenched with water (100 mL). The suspension was dissolved in ethyl acetate/ether combination. The organic phase was washed sequentially with 2N HCl and then sodium bicarbonate. The organic phase was dried (MgSO4), and co...